The task is: describe an organic reaction: reactants, conditions, products, and yield. This data is from the Open Reaction Database (ORD), a public repository of structured organic reaction records. Reactants: C[O-].[Na+] (sodium methoxide), Cl (hydrochloric acid), C(C=1C(O)=CC=CC1)=O (salicylaldehyde), ClC\C=C\CCl (trans-1,4-dichloro-2-butene). Run in C(C)O (ethanol), O (water), C1(=CC=CC=C1)C (toluene). The product is ClC/C=C/COC1=C(C=O)C=CC=C1 (2-(4-chloro-trans-2-butenyloxy)-benzaldehyde). RXN SMILES: C[O-].[Na+].[CH:4](=[O:12])[C:5]1[C:6](=[CH:8][CH:9]=[CH:10][CH:11]=1)[OH:7].[Cl:13][CH2:14]/[CH:15]=[CH:16]/[CH2:17]Cl.Cl>O.C1(C)C=CC=CC=1.C(O)C>[Cl:13][CH2:14]/[CH:15]=[CH:16]/[CH2:17][O:7][C:6]1[CH:8]=[CH:9][CH:10]=[CH:11][C:5]=1[CH:4]=[O:12] |f:0.1|. Procedure details: To 130 lt of ethanol, 12.1 kg of sodium methoxide are added while cooling and stirring, followed by 26.5 kg of salicylaldehyde at 30°. Thereupon 33.3 kg of trans-1,4-dichloro-2-butene are added and the mixture heated to 68° for 4 hours. It is combined with 156 lt of toluene, 187 lt of water and 9.4 kg of 36% hydrochloric acid while keeping the temperature at about 30°. The precipitate formed is filtered off and washed with 16 lt of toluene. The filtrate is separated, the organic layer washed 3 t... Reactants: Cc1ccccc1, C[Sn](C)(C)c1ccc2nc(-c3ccc(C4OCCCO4)cc3F)sc2n1, O=C(Cl)C1CCOCC1. Product: O=C(c1ccc2nc(-c3ccc(C4OCCCO4)cc3F)sc2n1)C1CCOCC1. As a reaction SMILES: [CH3:36][c:37]1[cH:38][cH:39][cH:40][cH:41][cH:42]1.[O:1]1[CH:2]([c:7]2[cH:8][c:9]([F:26])[c:10](-[c:13]3[s:14][c:15]4[n:16][c:17]([Sn:22]([CH3:23])([CH3:24])[CH3:25])[cH:18][cH:19][c:20]4[n:21]3)[cH:11][cH:12]2)[O:3][CH2:4][CH2:5][CH2:6]1.[O:27]1[CH2:28][CH2:29][CH:30]([C:33](=[O:34])[Cl:35])[CH2:31][CH2:32]1>>[O:1]1[CH:2]([c:7]2[cH:8][c:9]([F:26])[c:10](-[c:13]3[s:14][c:15]4[n:16][c:17]([C:33]([CH:30]5[CH2:29][CH2:28][O:27][CH2:32][CH2:31]5)=[O:34])[cH:18][cH:19][c:20]4[n:21]3)[cH:11][cH:12]2)[O:3][CH2:4][CH2:5][CH2:6]1. Starting materials: CS(C)=O, CCOC(C)=O, O=[N+]([O-])c1ccc(F)c(F)c1, [K+], [K+], [K+], O=P([O-])([O-])[O-], c1c[nH]cn1. Yields the product O=[N+]([O-])c1ccc(-n2ccnc2)c(F)c1. As a reaction SMILES: [CH3:25][S:26]([CH3:27])=[O:28].[CH3:29][CH2:30][O:31][C:32](=[O:33])[CH3:34].[F:14][c:15]1[cH:16][c:17]([N+:22](=[O:23])[O-:24])[cH:18][cH:19][c:20]1[F:21].[K+:11].[K+:12].[K+:13].[P:6]([O-:7])([O-:8])([O-:9])=[O:10].[nH:1]1[cH:2][n:3][cH:4][cH:5]1>>[n:1]1(-[c:20]2[c:15]([F:14])[cH:16][c:17]([N+:22](=[O:23])[O-:24])[cH:18][cH:19]2)[cH:2][n:3][cH:4][cH:5]1. Reactants: CC(=O)N1Cc2c(ccc(O)c2O)C(c2ccc(O)c(O)c2)C1, CCO, Cl. Product: Cl, Oc1ccc(C2CNCc3c2ccc(O)c3O)cc1O, O. RXN SMILES: [C:1]([CH3:2])(=[O:3])[N:4]1[CH2:5][c:6]2[c:7]([OH:23])[c:8]([OH:22])[cH:9][cH:10][c:11]2[CH:12]([c:14]2[cH:15][c:16]([OH:21])[c:17]([OH:20])[cH:18][cH:19]2)[CH2:13]1.[CH3:25][CH2:26][OH:27].[ClH:24]>>[ClH:24].[NH:4]1[CH2:5][c:6]2[c:7]([OH:23])[c:8]([OH:22])[cH:9][cH:10][c:11]2[CH:12]([c:14]2[cH:15][c:16]([OH:21])[c:17]([OH:20])[cH:18][cH:19]2)[CH2:13]1.[OH2:3]. The reactants are CC=1C(=CC(=C(C1)NC1CCN(CC1)C(=O)OC(C)(C)C)[N+](=O)[O-])OC(C)C (1,1-dimethylethyl 4-({5-methyl-4-[(1-methylethyl)oxy]-2-nitrophenyl}amino)-1-piperidinecarboxylate), O.NN (hydrazine hydrate). The reagents and catalysts are [Ni] (Raney Nickel). Run in C(C)O (ethanol). Conditions: temperature 45 celsius. Product: NC1=C(C=C(C(=C1)OC(C)C)C)NC1CCN(CC1)C(=O)OC(C)(C)C (1,1-Dimethylethyl 4-({2-amino-5-methyl-4-[(1-methylethyl)oxy]phenyl}amino)-1-piperidinecarboxylate). Yield: 80.0%. RXN SMILES: [CH3:1][C:2]1[C:3]([O:25][CH:26]([CH3:28])[CH3:27])=[CH:4][C:5]([N+:22]([O-])=O)=[C:6]([NH:8][CH:9]2[CH2:14][CH2:13][N:12]([C:15]([O:17][C:18]([CH3:21])([CH3:20])[CH3:19])=[O:16])[CH2:11][CH2:10]2)[CH:7]=1.O.NN>C(O)C.[Ni]>[NH2:22][C:5]1[CH:4]=[C:3]([O:25][CH:26]([CH3:27])[CH3:28])[C:2]([CH3:1])=[CH:7][C:6]=1[NH:8][CH:9]1[CH2:14][CH2:13][N:12]([C:15]([O:17][C:18]([CH3:20])([CH3:19])[CH3:21])=[O:16])[CH2:11][CH2:10]1 |f:1.2|. Reported procedure: A suspension/solution of 1,1-dimethylethyl 4-({5-methyl-4-[(1-methylethyl)oxy]-2-nitrophenyl}amino)-1-piperidinecarboxylate (D74) (0.2 mmol, 80 mg) in ethanol (10 mL) was treated with Raney Nickel, then hydrazine hydrate (2 mmol, 100 mg, 10 eq) was added dropwise over 5 min under argon at room temperature. The mixture was then heated at 45° C. for 30 min. The catalyst was then filtered off and washed with ethanol and methanol. The filtrate was concentrated under reduced pressure to give the titl... Starting materials: C1(CCCC1)CC(/C=C/I)O (4-cyclopentyl-1iodo-1-trans-buten-3-ol), C1(=CC=CC=C1)C(C1=CC=CC=C1)(C1=CC=CC=C1)Br (triphenylmethyl bromide), syrup. Run in N1=CC=CC=C1 (pyridine). Yields the product C1(CCCC1)CC(/C=C/I)OC(C1=CC=CC=C1)(C1=CC=CC=C1)C1=CC=CC=C1 (4-cyclopentyl-1-iodo-3-triphenylmethoxy-1-trans-butene). Reaction SMILES: [CH:1]1([CH2:6][CH:7]([OH:11])/[CH:8]=[CH:9]/[I:10])[CH2:5][CH2:4][CH2:3][CH2:2]1.[C:12]1([C:18](Br)([C:25]2[CH:30]=[CH:29][CH:28]=[CH:27][CH:26]=2)[C:19]2[CH:24]=[CH:23][CH:22]=[CH:21][CH:20]=2)[CH:17]=[CH:16][CH:15]=[CH:14][CH:13]=1>N1C=CC=CC=1>[CH:1]1([CH2:6][CH:7]([O:11][C:18]([C:12]2[CH:17]=[CH:16][CH:15]=[CH:14][CH:13]=2)([C:25]2[CH:26]=[CH:27][CH:28]=[CH:29][CH:30]=2)[C:19]2[CH:20]=[CH:21][CH:22]=[CH:23][CH:24]=2)/[CH:8]=[CH:9]/[I:10])[CH2:5][CH2:4][CH2:3][CH2:2]1. Procedure: A mixture of 21.4 g. of 4-cyclopentyl-1-iodo-1-trans-buten-3-ol (Example 179) in 170 ml. of dry pyridine containing 31 g. of triphenylmethyl bromide is heated on the steam-bath for 2 hours. The dark mixture is poured into 850 ml. of iced water and the resulting solution is extracted three times with ether. The combined extracts are washed with ice cold 2% hydrochloric acid until the washings are acidic, saturated sodium chloride solution, dried with anhydrous magnesium sulfate and taken to dryne...